This data is from the Open Reaction Database (ORD), a public repository of structured organic reaction records. The task is: describe an organic reaction: reactants, conditions, products, and yield The reactants are ClC1=C(C=CC=C1)N1N=C(C=C1C(=O)NC1=C(C=CC=C1C(=O)NC(C)C)C)C(F)(F)F (1-(2-chlorophenyl)-N-[2-methyl-6-[[(1-methylethyl)amino]carbonyl]phenyl]-3-(trifluoromethyl)-1H-pyrazole-5-carboxamide), S(=O)(Cl)Cl (thionyl chloride). Run in ClCCl (dichloromethane). Yields the product ClC1=C(C=CC=C1)N1N=C(C=C1C1=NC2=C(C(O1)=NC(C)C)C=CC=C2C)C(F)(F)F (N-[2-[1-(2-chlorophenyl)-3-(trifluoromethyl)-1H-pyrazol-5-yl]-8-methyl-4H-3,1-benzoxazin-4-ylidene]-2-propanamine). Yield: 58.0%. RXN SMILES: [Cl:1][C:2]1[CH:7]=[CH:6][CH:5]=[CH:4][C:3]=1[N:8]1[C:12]([C:13]([NH:15][C:16]2[C:21]([C:22]([NH:24][CH:25]([CH3:27])[CH3:26])=[O:23])=[CH:20][CH:19]=[CH:18][C:17]=2[CH3:28])=O)=[CH:11][C:10]([C:29]([F:32])([F:31])[F:30])=[N:9]1.S(Cl)(Cl)=O>ClCCl>[Cl:1][C:2]1[CH:7]=[CH:6][CH:5]=[CH:4][C:3]=1[N:8]1[C:12]([C:13]2[O:23][C:22](=[N:24][CH:25]([CH3:26])[CH3:27])[C:21]3[CH:20]=[CH:19][CH:18]=[C:17]([CH3:28])[C:16]=3[N:15]=2)=[CH:11][C:10]([C:29]([F:32])([F:31])[F:30])=[N:9]1. Procedure details: To the title compound of Step D (1.2 g, 2.7 mmol) dissolved in 8 mL of dichloromethane, 5 mL of thionyl chloride was added and the solution heated at reflux for 8 hours. The solvent was removed in vacuo aid remaining residue partitioned between 70 mL of ethyl acetate and water. The organic layer was separated, washed with water, saturated aqueous sodium bicarbonate and brine. The organic phase was dried over magnesium sulfate and the solvent was removed in vacuo to give a crude oily solid residu...